The task is: describe an organic reaction: reactants, conditions, products, and yield. This data is from the Open Reaction Database (ORD), a public repository of structured organic reaction records. Starting materials: CI, CCO, COc1cc2c(cc1OC)C(C(CO)CO)=NCC2. Product: [I-], COc1cc2c(cc1OC)C(C(CO)CO)=[N+](C)CC2. RXN SMILES: [CH3:20][I:21].[CH3:22][CH2:23][OH:24].[OH:1][CH2:2][CH:3]([C:4]1=[N:5][CH2:6][CH2:7][c:8]2[cH:9][c:10]([O:16][CH3:17])[c:11]([O:14][CH3:15])[cH:12][c:13]21)[CH2:18][OH:19]>>[I-:21].[OH:1][CH2:2][CH:3]([C:4]1=[N+:5]([CH3:20])[CH2:6][CH2:7][c:8]2[cH:9][c:10]([O:16][CH3:17])[c:11]([O:14][CH3:15])[cH:12][c:13]21)[CH2:18][OH:19]. Reactants: stainless steel, OCCOC1C2(CCC(C1)C2(C)C)C (2-(Beta-hydroxyethoxy)-bornane), OCCOC1C2(CCC(C1)C2(C)C)C (2-(Beta-hydroxyethoxy)-bornane), C(C=C)(=O)OCC (ethyl acrylate), C(C=C)(=O)OCC (ethyl acrylate), [N+](=O)([O-])C1=CC=CC=C1 (nitrobenzene), C1=CC=CC=2SC3=CC=CC=C3NC12 (phenothiazine). Reagents/catalysts: CC(C)[O-].CC(C)[O-].CC(C)[O-].CC(C)[O-].[Ti+4] (tetraisopropyl titanate). Yields the product CC12C(CC(CC1)C2(C)C)OCCOC(C=C)=O (2-(1,7,7-trimethylbicyclo[2.2.1]hept-2-yloxy)ethyl-2-propenoate), C(C)OC(C=C)=O (ethylacrylate). RXN SMILES: [OH:1][CH2:2][CH2:3][O:4][CH:5]1[CH2:10][CH:9]2[C:11]([CH3:13])([CH3:12])[C:6]1([CH3:14])[CH2:7][CH2:8]2.[C:15]([O:19][CH2:20][CH3:21])(=[O:18])[CH:16]=[CH2:17].C1C2NC3C(=CC=CC=3)SC=2C=CC=1.[N+](C1C=CC=CC=1)([O-])=O>CC([O-])C.CC([O-])C.CC([O-])C.CC([O-])C.[Ti+4]>[CH3:14][C:6]12[C:11]([CH3:13])([CH3:12])[CH:9]([CH2:8][CH2:7]1)[CH2:10][CH:5]2[O:4][CH2:3][CH2:2][O:1][C:15](=[O:18])[CH:16]=[CH2:17].[CH2:20]([O:19][C:15](=[O:18])[CH:16]=[CH2:17])[CH3:21] |f:4.5.6.7.8|. Procedure details: 2-(1,7,7-trimethylbicyclo[2.2.1]hept-2-yloxy)ethyl-2-propenoate (IX) was prepared by trans-esterification of 2-(Beta-hydroxyethoxy)-bornane (VII) with ethyl acrylate (VIII) using tetraisopropyl titanate catalyst. 125 g. of (VII), 221 g. ethyl acrylate (VIII), 0.90 g. phenothiazine, and 0.23 g. nitrobenzene were charged to a 500 ml. glass reactor equipped with magnetic stirrer, thermometer, 1"×12" packed column (stainless steel ProPac) and a distillation head equipped with a reflux control connec...